From a dataset of the Open Reaction Database (ORD), a public repository of structured organic reaction records. describe an organic reaction: reactants, conditions, products, and yield Reactants: ClCCl, O=N[O-], [Na+], [Na+], O=[N+]([O-])[O-], CC1c2c(Cl)cccc2NS1(=O)=O, O=S(=O)(O)O. Yields the product CC1c2c(Cl)ccc([N+](=O)[O-])c2NS1(=O)=O. As a reaction SMILES: [CH2:28]([Cl:29])[Cl:30].[N:24]([O-:25])=[O:26].[Na+:14].[Na+:27].[O-:15][N+:16]([O-:17])=[O:18].[O:1]=[S:2]1(=[O:13])[NH:3][c:4]2[c:5]([c:8]([Cl:12])[cH:9][cH:10][cH:11]2)[CH:6]1[CH3:7].[S:19](=[O:20])(=[O:21])([OH:22])[OH:23]>>[O:1]=[S:2]1(=[O:13])[NH:3][c:4]2[c:5]([c:8]([Cl:12])[cH:9][cH:10][c:11]2[N+:16](=[O:15])[O-:17])[CH:6]1[CH3:7].